This data is from the Open Reaction Database (ORD), a public repository of structured organic reaction records. The task is: describe an organic reaction: reactants, conditions, products, and yield Reaction SMILES: ClC(Cl)=[C:3]([C:11]1[CH:16]=[CH:15][C:14]([Cl:17])=[CH:13][CH:12]=1)[C:4]1[CH:9]=[CH:8][C:7]([Cl:10])=[CH:6][CH:5]=1.[N+]([O-])(O)=[O:20]>O>[Cl:10][C:7]1[CH:8]=[CH:9][C:4]([C:3]([C:11]2[CH:16]=[CH:15][C:14]([Cl:17])=[CH:13][CH:12]=2)=[O:20])=[CH:5][CH:6]=1. Product: ClC1=CC=C(C(=O)C2=CC=C(C=C2)Cl)C=C1 (4,4'-dichlorobenzophenone). Procedure: A 200 ml flask equipped with a stirrer was charged with 3.3 g of 1,1-dichloro-2,2-bis(4-chlorophenyl)ethylene and then with 50 ml of an aqueous nitric acid solution having a specific gravity of 1.52. The weight ratio of the reaction material to the aqueous solution of nitric acid was 0.043. While vigorously stirring the resulting mixture at room temperature of about 20° C. in a nitrogen atmosphere, they were reacted for 1 hour. The reaction mixture was thereafter added with water, followed by ex... The reactants are ClC(=C(C1=CC=C(C=C1)Cl)C1=CC=C(C=C1)Cl)Cl (1,1-dichloro-2,2-bis(4-chlorophenyl)ethylene), [N+](=O)(O)[O-] (nitric acid), [N+](=O)(O)[O-] (nitric acid). The solvent is O (water). Reaction conditions: temperature 20 celsius.